Dataset: the Open Reaction Database (ORD), a public repository of structured organic reaction records. Task: describe an organic reaction: reactants, conditions, products, and yield Starting materials: CC=CCSC(C)(C)C=O, CC(C)(S)CNc1ccccc1N. Product: CC=CCSC(C)(C)CNc1ccccc1NCC(C)(C)S. As a reaction SMILES: [CH2:14]([CH:15]=[CH:16][CH3:17])[S:18][C:19]([CH:20]=[O:21])([CH3:22])[CH3:23].[NH2:1][c:2]1[c:3]([NH:8][CH2:9][C:10]([CH3:11])([CH3:12])[SH:13])[cH:4][cH:5][cH:6][cH:7]1>>[NH:1]([c:2]1[c:3]([NH:8][CH2:9][C:10]([CH3:11])([CH3:12])[SH:13])[cH:4][cH:5][cH:6][cH:7]1)[CH2:20][C:19]([S:18][CH2:14][CH:15]=[CH:16][CH3:17])([CH3:22])[CH3:23]. The reactants are O (water), C([O-])([O-])=O.[K+].[K+] (potassium carbonate), BrCC#N (bromoacetonitrile), C1(CCCCC1)NC(C(C)(C)SC1=CC=C(C=C1)O)=O (N-Cyclohexyl-2-[(4-hydroxyphenyl)thio]-2-methylpropanamide). The product is C(#N)COC1=CC=C(C=C1)SC(C(=O)NC1CCCCC1)(C)C (2-{[4-(Cyanomethoxy)phenyl]thio}-N-cyclohexyl-2-methylpropanamide). As a reaction SMILES: [CH:1]1([NH:7][C:8](=[O:20])[C:9]([S:12][C:13]2[CH:18]=[CH:17][C:16]([OH:19])=[CH:15][CH:14]=2)([CH3:11])[CH3:10])[CH2:6][CH2:5][CH2:4][CH2:3][CH2:2]1.C(=O)([O-])[O-].[K+].[K+].Br[CH2:28][C:29]#[N:30].O>CN(C=O)C>[C:29]([CH2:28][O:19][C:16]1[CH:15]=[CH:14][C:13]([S:12][C:9]([CH3:11])([CH3:10])[C:8]([NH:7][CH:1]2[CH2:2][CH2:3][CH2:4][CH2:5][CH2:6]2)=[O:20])=[CH:18][CH:17]=1)#[N:30] |f:1.2.3|. Solvent: CN(C)C=O (DMF). Procedure details: N-Cyclohexyl-2-[(4-hydroxyphenyl)thio]-2-methylpropanamide (prepared as example 67) was dissolved in DMF and to this was added potassium carbonate and bromoacetonitrile and the resulting solution was heated to 80° C. for 2 h. The reaction mixture was poured into water and extracted with EtOAC, dried over MgSO4 and concentrated. The product was purified by flash chromatography, eluting with hexane/EtOAc, to provide 19.4 mg of the desired product. LCMS: (M+H)+=333.2. Reaction conditions: temperature 80 celsius. The product is ClC1=NC(=CC(=N1)C(=O)OC)N(S(=O)(=O)C)CC1OC(OC1)(C)C (methyl 2-chloro-6-(N-((2,2-dimethyl-1,3-dioxolan-4-yl)methyl)methylsulfonamido)pyrimidine-4-carboxylate). Reaction SMILES: [CH3:1][C:2]1([CH3:13])[O:6][CH:5]([CH2:7][NH:8][S:9]([CH3:12])(=[O:11])=[O:10])[CH2:4][O:3]1.[H-].[Na+].[Cl:16][C:17]1[N:22]=[C:21]([C:23]([O:25][CH3:26])=[O:24])[CH:20]=[C:19](Cl)[N:18]=1.O>CN(C=O)C>[Cl:16][C:17]1[N:22]=[C:21]([C:23]([O:25][CH3:26])=[O:24])[CH:20]=[C:19]([N:8]([CH2:7][CH:5]2[CH2:4][O:3][C:2]([CH3:13])([CH3:1])[O:6]2)[S:9]([CH3:12])(=[O:10])=[O:11])[N:18]=1 |f:1.2|. Reported procedure: To a solution of N-((2,2-dimethyl-1,3-dioxolan-4-yl)methyl)methane sulfonamide (0.875 g, 4.18 mmol) in DMF (25 mL) was added 60% NaH in mineral oil (0.193 g, 4.83 mmol). After 10 minutes, methyl 2,6-dichloropyrimidine-4-carboxylate (0.871 g, 4.21 mmol) was added. After stirring for 30 minutes, the reaction mixture was diluted into 100 mL water and extracted three times with 50 mL EtOAc. The combined organic layers were washed once with 25 mL brine, dried over MgSO4, filtered, and evaporated to a... Conditions: time 10 minute. Run in CN(C)C=O (DMF). The reactants are CC1(OCC(O1)CNS(=O)(=O)C)C (N-((2,2-dimethyl-1,3-dioxolan-4-yl)methyl)methane sulfonamide), [H-].[Na+] (NaH), oil, ClC1=NC(=CC(=N1)C(=O)OC)Cl (methyl 2,6-dichloropyrimidine-4-carboxylate), O (water). The yield is 57.4%. The reactants are CCOC(=O)N1CCC(NC2CC2)C(CC)C1, [Na+], [OH-]. Product: CCC1CNCCC1NC1CC1. Reaction SMILES: [C:1]([O:2][CH2:3][CH3:4])(=[O:5])[N:6]1[CH2:7][CH:8]([CH2:16][CH3:17])[CH:9]([NH:12][CH:13]2[CH2:14][CH2:15]2)[CH2:10][CH2:11]1.[Na+:19].[OH-:18]>>[NH:6]1[CH2:7][CH:8]([CH2:16][CH3:17])[CH:9]([NH:12][CH:13]2[CH2:14][CH2:15]2)[CH2:10][CH2:11]1. The reactants are FC1=C(C(=CC=C1)F)C=1C=C2C(=CN(C2=CC1)C(=O)OC(C)(C)C)I (tert-butyl 5-(2,6-difluorophenyl)-3-iodo-1H-indole-1-carboxylate), C(CCC)[Sn](C1=CN=CC(=N1)N1CC(CCC1)NC(OC(C)(C)C)=O)(CCCC)CCCC (tert-butyl 1-(6-(tributylstannyl)pyrazin-2-yl)piperidin-3-ylcarbamate). Reagents/catalysts: C=1C=CC(=CC1)[P](C=2C=CC=CC2)(C=3C=CC=CC3)[Pd]([P](C=4C=CC=CC4)(C=5C=CC=CC5)C=6C=CC=CC6)([P](C=7C=CC=CC7)(C=8C=CC=CC8)C=9C=CC=CC9)[P](C=1C=CC=CC1)(C=1C=CC=CC1)C=1C=CC=CC1 (Pd(PPh3)4), [Cu]I (CuI). Run in C(Cl)Cl (DCM), O (water), CN(C)C=O (DMF). Reaction conditions: temperature 100 celsius. The product is C(C)(C)(C)OC(=O)NC1CN(CCC1)C1=CN=CC(=N1)C1=CN(C2=CC=C(C=C12)C1=C(C=CC=C1F)F)C(=O)OC(C)(C)C (tert-butyl 3-(6-(3-(tert-butoxycarbonylamino)piperidin-1-yl)pyrazin-2-yl)-5-(2,6-difluorophenyl)-1H-indole-1-carboxylate). RXN SMILES: [F:1][C:2]1[CH:7]=[CH:6][CH:5]=[C:4]([F:8])[C:3]=1[C:9]1[CH:10]=[C:11]2[C:15](=[CH:16][CH:17]=1)[N:14]([C:18]([O:20][C:21]([CH3:24])([CH3:23])[CH3:22])=[O:19])[CH:13]=[C:12]2I.C([Sn](CCCC)(CCCC)[C:31]1[N:36]=[C:35]([N:37]2[CH2:42][CH2:41][CH2:40][CH:39]([NH:43][C:44](=[O:50])[O:45][C:46]([CH3:49])([CH3:48])[CH3:47])[CH2:38]2)[CH:34]=[N:33][CH:32]=1)CCC>CN(C=O)C.C(Cl)Cl.O.C1C=CC([P]([Pd]([P](C2C=CC=CC=2)(C2C=CC=CC=2)C2C=CC=CC=2)([P](C2C=CC=CC=2)(C2C=CC=CC=2)C2C=CC=CC=2)[P](C2C=CC=CC=2)(C2C=CC=CC=2)C2C=CC=CC=2)(C2C=CC=CC=2)C2C=CC=CC=2)=CC=1.[Cu]I>[C:46]([O:45][C:44]([NH:43][CH:39]1[CH2:40][CH2:41][CH2:42][N:37]([C:35]2[N:36]=[C:31]([C:12]3[C:11]4[C:15](=[CH:16][CH:17]=[C:9]([C:3]5[C:2]([F:1])=[CH:7][CH:6]=[CH:5][C:4]=5[F:8])[CH:10]=4)[N:14]([C:18]([O:20][C:21]([CH3:24])([CH3:23])[CH3:22])=[O:19])[CH:13]=3)[CH:32]=[N:33][CH:34]=2)[CH2:38]1)=[O:50])([CH3:49])([CH3:47])[CH3:48] |^1:71,73,92,111|. Reported procedure: A glass microwave reaction vessel was charged with tert-butyl 5-(2,6-difluorophenyl)-3-iodo-1H-indole-1-carboxylate (350 mg, 0.769 mmol), tert-butyl 1-(6-(tributylstannyl)pyrazin-2-yl)piperidin-3-ylcarbamate (436 mg, 0.769 mmol), Pd(PPh3)4 (89 mg, 0.077 mmol), and CuI (15 mg, 0.077 mmol) in DMF (6 mL). The reaction mixture was stirred and heated in a Initiator microwave reactor (Personal Chemistry, Biotage AB, Inc., Uppsala, Sweden) at 100° C. for 30 min. The mixture was diluted with DCM and wat... Starting materials: COC=1C=CC(=CC1)P2(=S)SP(=S)(S2)C=3C=CC(=CC3)OC (Lawesson reagent), COC(=O)C1CSC(C1)=O (tetrahydro-5-oxo-3-thiophenecarboxylic acid methyl ester). Run in C1(=CC=CC=C1)C (toluene). Yields the product COC(=O)C1CSC(C1)=S (tetrahydro-5-thioxo-3-thiophenecarboxylic acid methyl ester). Yield: 144.1%. RXN SMILES: COC1C=CC(P2(SP(C3C=CC(OC)=CC=3)(=S)S2)=[S:10])=CC=1.[CH3:23][O:24][C:25]([CH:27]1[CH2:31][C:30](=O)[S:29][CH2:28]1)=[O:26]>C1(C)C=CC=CC=1>[CH3:23][O:24][C:25]([CH:27]1[CH2:31][C:30](=[S:10])[S:29][CH2:28]1)=[O:26]. Reported procedure: 207 g (0.51 mol) of Lawesson reagent are added at room temperature to a suspension of 149 g (0.93 mol) of tetrahydro-5-oxo-3-thiophenecarboxylic acid methyl ester in 1.23 litres of absolute toluene, and the mixture is boiled at reflux for 16 hours. Then the solvent is removed by distillation in vacuo, the residue is boiled at reflux for 20 minutes four times in one litre of a solvent mixture of petroleum ether and diethyl ether 1:1 each time, and the extract phase is in each case decanted off an...